This data is from the Open Reaction Database (ORD), a public repository of structured organic reaction records. The task is: describe an organic reaction: reactants, conditions, products, and yield Reactants: CCBr, [H-], Nc1c2c(nc3ccccc13)CCc1cn[nH]c1-2, [Na+], CN(C)C=O. Product: CCn1cc2c(n1)-c1c(nc3ccccc3c1N)CC2. RXN SMILES: [Br:21][CH2:22][CH3:23].[H-:20].[NH2:1][c:2]1[c:3]2[cH:4][cH:5][cH:6][cH:7][c:8]2[n:9][c:10]2[c:15]1-[c:14]1[c:13]([cH:18][n:17][nH:16]1)[CH2:12][CH2:11]2.[Na+:19].[O:24]=[CH:25][N:26]([CH3:27])[CH3:28]>>[NH2:1][c:2]1[c:3]2[cH:4][cH:5][cH:6][cH:7][c:8]2[n:9][c:10]2[c:15]1-[c:14]1[c:13]([cH:18][n:17]([CH2:22][CH3:23])[n:16]1)[CH2:12][CH2:11]2. Reactants: [BH4-].[Na+] (sodium borohydride), C(C)(=O)OC=1C=C2C(CC(OC2=CC1C(C)(C)C)(COC1=CC=C(C=C1)[N+](=O)[O-])C)=O (6-acetoxy-7-t-butyl-2-methyl-2-(4-nitrophenoxymethyl)chroman-4-one), Cl (hydrochloric acid). The solvent is CO (methanol), O1CCCC1 (tetrahydrofuran). Product: C(C)(C)(C)C1=C(C=C2C(CC(OC2=C1)(COC1=CC=C(C=C1)[N+](=O)[O-])C)O)O (7-t-Butyl-4,6-dihydroxy-2-methyl-2-(4-nitrophenoxymethyl)chroman). As a reaction SMILES: C([O:4][C:5]1[CH:6]=[C:7]2[C:12](=[CH:13][C:14]=1[C:15]([CH3:18])([CH3:17])[CH3:16])[O:11][C:10]([CH3:30])([CH2:19][O:20][C:21]1[CH:26]=[CH:25][C:24]([N+:27]([O-:29])=[O:28])=[CH:23][CH:22]=1)[CH2:9][C:8]2=[O:31])(=O)C.[BH4-].[Na+].Cl>O1CCCC1.CO>[C:15]([C:14]1[CH:13]=[C:12]2[C:7]([CH:8]([OH:31])[CH2:9][C:10]([CH3:30])([CH2:19][O:20][C:21]3[CH:26]=[CH:25][C:24]([N+:27]([O-:29])=[O:28])=[CH:23][CH:22]=3)[O:11]2)=[CH:6][C:5]=1[OH:4])([CH3:18])([CH3:16])[CH3:17] |f:1.2|. Procedure: A solution of 3.0 g of 6-acetoxy-7-t-butyl-2-methyl-2-(4-nitrophenoxymethyl)chroman-4-one (prepared as described in Preparation 54) in 20 ml of tetrahydrofuran was dropped into a suspension containing 0.3 g of sodium borohydride in 10 ml of methanol whilst stirring over an ice bath. After the whole of the solution had been added, the reaction mixture was stirred for 2 hours at room temperature. The reaction mixture was then ice-cooled again, acidified weakly with 10% w/v aqueous hydrochloric aci... Reactants: CN(C)C=C(C(=O)OC)C(=O)OC (dimethyl 2-((dimethylamino)methylene)malonate), BrC1=CC(=NC=C1)N (4-bromopyridin-2-amine). The solvent is CC(=O)O (AcOH), O (water). The product is BrC1=CC(=NC=C1)NC=C(C(=O)OC)C(=O)OC (dimethyl 2-((4-bromopyridin-2-ylamino)methylene)malonate). Isolated yield 52.7%. RXN SMILES: [CH3:1][N:2]([CH:4]=[C:5]([C:10]([O:12][CH3:13])=[O:11])[C:6]([O:8][CH3:9])=[O:7])C.[Br:14][C:15]1[CH:20]=C[N:18]=[C:17](N)[CH:16]=1>CC(O)=O.O>[Br:14][C:15]1[CH:16]=[CH:17][N:18]=[C:1]([NH:2][CH:4]=[C:5]([C:10]([O:12][CH3:13])=[O:11])[C:6]([O:8][CH3:9])=[O:7])[CH:20]=1. Procedure: A solution of dimethyl 2-((dimethylamino)methylene)malonate (11.5 g, 65 mmol, 2.2 equiv) and 4-bromopyridin-2-amine (5 g, 28.9 mmol, 1 equiv) in AcOH (40 mL) was stirred at room temperature for 24 h. Then the reaction mixture was diluted with water, filtered, the filter cake was dried to give 4.8 g of the desired product. MS (ESI): 315, 317 (MH+). The reactants are C(CCCCCCCCC)[Si](Cl)(Cl)Cl (n-decyltrichlorosilane), C(CCCCCCCCC)[Mg]Br (n-decyl magnesium bromide). Solvent: O1CCCC1 (Tetrahydrofuran). Run at time 1 hour. Product: Cl[Si](CCCCCCCCCC)(CCCCCCCCCC)Cl (dichlorodi-n-decylsilane). Yield: 65.0%. Reaction SMILES: [CH2:1]([Si:11]([Cl:14])([Cl:13])Cl)[CH2:2][CH2:3][CH2:4][CH2:5][CH2:6][CH2:7][CH2:8][CH2:9][CH3:10].[CH2:15]([Mg]Br)[CH2:16][CH2:17][CH2:18][CH2:19][CH2:20][CH2:21][CH2:22][CH2:23][CH3:24]>O1CCCC1>[Cl:14][Si:11]([Cl:13])([CH2:1][CH2:2][CH2:3][CH2:4][CH2:5][CH2:6][CH2:7][CH2:8][CH2:9][CH3:10])[CH2:15][CH2:16][CH2:17][CH2:18][CH2:19][CH2:20][CH2:21][CH2:22][CH2:23][CH3:24]. Reported procedure: Tetrahydrofuran (82 mL) and n-decyltrichlorosilane (Tokyo Chemical Industry Co., Ltd., 14.5 g, 52.6 mmol) were placed in a 500 mL four-necked flask in a nitrogen atmosphere, and cooled to 0° C. n-decyl magnesium bromide (Sigma-Aldrich Co. LLC., 1.0 M, 58 ml) was added dropwise, and the mixture was agitated for 1 hour at 10° C. or less. The temperature was raised gradually to room temperature over the course of about 1 hour, and the mixture was left standing overnight. The precipitated salt was f... Starting materials: ClC=1C=C(CN2C(C3=C(C(N(C(=C3CC2)C(=O)N(C)C)C2=CC=C(C=C2)C)=O)OC)=O)C=CC1F (6-(3-chloro-4-fluorobenzyl)-4-methoxy-N,N-dimethyl-2-(4-methyl-phenyl)-3,5-dioxo-2,3,5,6,7,8-hexahydro-2,6-naphthyridine-1-carboxamide), B(Br)(Br)Br (boron tribromide). Run in ClCCl (dichloromethane), ClCCl (dichloromethane). Reaction conditions: time 3 hour. The product is ClC=1C=C(CN2C(C3=C(C(N(C(=C3CC2)C(=O)N(C)C)C2=CC=C(C=C2)C)=O)O)=O)C=CC1F (6-(3-Chloro-4-fluorobenzyl)-4-hydroxy-N,N-dimethyl-2-(4-methyl-phenyl)-3,5-dioxo-2,3,5,6,7,8-hexahydro-2,6-naphthyridine-1-carboxamide). As a reaction SMILES: [Cl:1][C:2]1[CH:3]=[C:4]([CH:32]=[CH:33][C:34]=1[F:35])[CH2:5][N:6]1[CH2:15][CH2:14][C:13]2[C:8](=[C:9]([O:29]C)[C:10](=[O:28])[N:11]([C:21]3[CH:26]=[CH:25][C:24]([CH3:27])=[CH:23][CH:22]=3)[C:12]=2[C:16]([N:18]([CH3:20])[CH3:19])=[O:17])[C:7]1=[O:31].B(Br)(Br)Br>ClCCl>[Cl:1][C:2]1[CH:3]=[C:4]([CH:32]=[CH:33][C:34]=1[F:35])[CH2:5][N:6]1[CH2:15][CH2:14][C:13]2[C:8](=[C:9]([OH:29])[C:10](=[O:28])[N:11]([C:21]3[CH:26]=[CH:25][C:24]([CH3:27])=[CH:23][CH:22]=3)[C:12]=2[C:16]([N:18]([CH3:20])[CH3:19])=[O:17])[C:7]1=[O:31]. Procedure details: A solution of 6-(3-chloro-4-fluorobenzyl)-4-methoxy-N,N-dimethyl-2-(4-methyl-phenyl)-3,5-dioxo-2,3,5,6,7,8-hexahydro-2,6-naphthyridine-1-carboxamide (0.054 g, 0.108 mmol) in anhydrous dichloromethane (10 mL) was treated with a solution of boron tribromide (0.3 mL, 1M) in dichloromethane. The reaction mixture was stirred at room temperature for 3 hours. The product mixture was concentrated under vacuum, and the residue subject to preparative reverse phase HPLC purification. Collection and lyophil...